Task: describe an organic reaction: reactants, conditions, products, and yield. Dataset: the Open Reaction Database (ORD), a public repository of structured organic reaction records Reactants: Cn1c(=O)n(OCc2ccccc2)c(=O)c2cc(F)c(F)cc21, C1CCOC1, CO, [H][H]. Yields the product Cn1c(=O)n(O)c(=O)c2cc(F)c(F)cc21. Reaction SMILES: [CH2:1]([c:2]1[cH:3][cH:4][cH:5][cH:6][cH:7]1)[O:8][n:9]1[c:10](=[O:23])[n:11]([CH3:22])[c:12]2[cH:13][c:14]([F:21])[c:15]([F:20])[cH:16][c:17]2[c:18]1=[O:19].[CH2:26]1[O:27][CH2:28][CH2:29][CH2:30]1.[CH3:31][OH:32].[H:24][H:25]>>[OH:8][n:9]1[c:10](=[O:23])[n:11]([CH3:22])[c:12]2[cH:13][c:14]([F:21])[c:15]([F:20])[cH:16][c:17]2[c:18]1=[O:19]. Starting materials: C1COCCO1, C#C[Si](C(C)C)(C(C)C)C(C)C, [Cu]I, NC(=O)Nc1[nH]c(-c2cccc(Br)c2)cc1C(N)=O, [Na+], O, O=C([O-])O, c1ccc(P(c2ccccc2)(c2ccccc2)[Pd](P(c2ccccc2)(c2ccccc2)c2ccccc2)(P(c2ccccc2)(c2ccccc2)c2ccccc2)P(c2ccccc2)(c2ccccc2)c2ccccc2)cc1. The product is CC(C)[Si](C#Cc1cccc(-c2cc(C(N)=O)c(NC(N)=O)[nH]2)c1)(C(C)C)C(C)C. RXN SMILES: [CH2:117]1[O:118][CH2:119][CH2:120][O:121][CH2:122]1.[CH:25]([CH3:26])([CH3:27])[Si:28]([CH:29]([CH3:30])[CH3:31])([CH:32]([CH3:33])[CH3:34])[C:35]#[CH:36].[Cu:37][I:38].[NH2:1][C:2](=[O:3])[NH:4][c:5]1[nH:6][c:7](-[c:13]2[cH:14][c:15]([Br:19])[cH:16][cH:17][cH:18]2)[cH:8][c:9]1[C:10](=[O:11])[NH2:12].[Na+:20].[OH2:116].[OH:21][C:22](=[O:23])[O-:24].[cH:39]1[cH:40][cH:41][c:42]([P:43]([Pd:44]([P:45]([c:46]2[cH:47][cH:48][cH:49][cH:50][cH:51]2)([c:52]2[cH:53][cH:54][cH:55][cH:56][cH:57]2)[c:58]2[cH:59][cH:60][cH:61][cH:62][cH:63]2)([P:64]([c:65]2[cH:66][cH:67][cH:68][cH:69][cH:70]2)([c:71]2[cH:72][cH:73][cH:74][cH:75][cH:76]2)[c:77]2[cH:78][cH:79][cH:80][cH:81][cH:82]2)[P:83]([c:84]2[cH:85][cH:86][cH:87][cH:88][cH:89]2)([c:90]2[cH:91][cH:92][cH:93][cH:94][cH:95]2)[c:96]2[cH:97][cH:98][cH:99][cH:100][cH:101]2)([c:102]2[cH:103][cH:104][cH:105][cH:106][cH:107]2)[c:108]2[cH:109][cH:110][cH:111][cH:112][cH:113]2)[cH:114][cH:115]1>>[NH2:1][C:2](=[O:3])[NH:4][c:5]1[nH:6][c:7](-[c:13]2[cH:14][c:15]([C:36]#[C:35][Si:28]([CH:25]([CH3:26])[CH3:27])([CH:29]([CH3:30])[CH3:31])[CH:32]([CH3:33])[CH3:34])[cH:16][cH:17][cH:18]2)[cH:8][c:9]1[C:10](=[O:11])[NH2:12]. Reactants: Cl (hydrochloric acid), N(=O)[O-].[Na+] (sodium nitrite), C1(=CC=CC=C1)NN (phenylhydrazine). Reported procedure: Concentrated hydrochloric acid (20 ml) was cooled at 0° C. and a solution of 2.0 ml of phenylhydrazine in 7.0 ml of diethyl ether was dropped thereinto. After stirring for 10 minutes, a solution of 1.70 g of sodium nitrite dissolved in 2.0 ml of water was dropped thereinto and the mixture was stirred for 1 hour together with raising the temperature up to room temperature. Water was added to the reaction solution, the mixture was extracted with ethyl acetate and the ethyl acetate layer washed wit... The solvent is O (water), C(C)OCC (diethyl ether), O (Water). Conditions: time 10 minute. Yields the product C1(=CC=CC=C1)N=[N+]=[N-] (phenyl azide). As a reaction SMILES: Cl.[C:2]1([NH:8][NH2:9])[CH:7]=[CH:6][CH:5]=[CH:4][CH:3]=1.[N:10]([O-])=O.[Na+]>C(OCC)C.O>[C:2]1([N:8]=[N+:9]=[N-:10])[CH:7]=[CH:6][CH:5]=[CH:4][CH:3]=1 |f:2.3|. Product: COc1ccc(F)cc1C(=O)c1cnc(NC2CCN(C(=O)CN3CCOCC3)CC2)nc1N. Reactants: O=C(O)C(F)(F)F, COc1ccc(F)cc1C(=O)c1cnc(NC2CCNCC2)nc1N, O=C(O)CN1CCOCC1. RXN SMILES: [F:1][C:2]([F:3])([F:4])[C:5]([OH:6])=[O:7].[NH2:8][c:9]1[n:10][c:11]([NH:26][CH:27]2[CH2:28][CH2:29][NH:30][CH2:31][CH2:32]2)[n:12][cH:13][c:14]1[C:15](=[O:16])[c:17]1[c:18]([O:24][CH3:25])[cH:19][cH:20][c:21]([F:23])[cH:22]1.[O:33]1[CH2:34][CH2:35][N:36]([CH2:39][C:40](=[O:41])[OH:42])[CH2:37][CH2:38]1>>[NH2:8][c:9]1[n:10][c:11]([NH:26][CH:27]2[CH2:28][CH2:29][N:30]([C:40]([CH2:39][N:36]3[CH2:35][CH2:34][O:33][CH2:38][CH2:37]3)=[O:41])[CH2:31][CH2:32]2)[n:12][cH:13][c:14]1[C:15](=[O:16])[c:17]1[c:18]([O:24][CH3:25])[cH:19][cH:20][c:21]([F:23])[cH:22]1. The reactants are CC=1SC2=C([N+]1C)C=CC=C2.CC=1C=CC(=CC1)S(=O)(=O)O (2,3-Dimethylbenzothiazolium p-toluenesulfonate), ClC(C1=NC(=NC(=N1)C(Cl)(Cl)Cl)C1=CC=C(C(=O)Cl)C=C1)(Cl)Cl (4-(4,6-bis-trichloromethyl-s-triazin2-yl)-benzoylchloride), C1(=CC=CC=C1)C (toluene). The solvent is C(C)N(CC)CC (triethylamine). Reaction conditions: time 3 hour. Product: ClC(C1=NC(=NC(=N1)C(Cl)(Cl)Cl)C1=CC=C(C(=O)C=C2SC3=C(N2C)C=CC=C3)C=C1)(Cl)Cl (2-[4-(4,6-bis-trichloromethyl-s-triazin-2-yl) benzoylmethylene]-3-methylbenzothiazoline). Reaction SMILES: [CH3:1][C:2]1[S:3][C:4]2[CH:11]=[CH:10][CH:9]=[CH:8][C:5]=2[N+:6]=1[CH3:7].CC1C=CC(S(O)(=O)=O)=CC=1.[Cl:23][C:24]([Cl:45])([Cl:44])[C:25]1[N:30]=[C:29]([C:31]([Cl:34])([Cl:33])[Cl:32])[N:28]=[C:27]([C:35]2[CH:43]=[CH:42][C:38]([C:39](Cl)=[O:40])=[CH:37][CH:36]=2)[N:26]=1.C1(C)C=CC=CC=1>C(N(CC)CC)C>[Cl:34][C:31]([Cl:32])([Cl:33])[C:29]1[N:30]=[C:25]([C:24]([Cl:45])([Cl:23])[Cl:44])[N:26]=[C:27]([C:35]2[CH:36]=[CH:37][C:38]([C:39]([CH:1]=[C:2]3[N:6]([CH3:7])[C:5]4[CH:8]=[CH:9][CH:10]=[CH:11][C:4]=4[S:3]3)=[O:40])=[CH:42][CH:43]=2)[N:28]=1 |f:0.1|. Procedure: 2,3-Dimethylbenzothiazolium-p-toluenesulfonate (13.4 pbw) and 4-(4,6-bis-trichloromethyl-s-triazin2-yl)-benzoylchloride (22.7 pbw) are successively suspended or dissolved, respectively, in 150 pbw of toluene. The mixture is cooled to 15° C. and with the exclusion of moisture 13.1 pbw of triethylamine are added dropwise at this temperature. The mixture discolors towards dark brown and is stirred for 3 hours at room temperature. The precipitate formed is removed by filtration with suction and wash... Starting materials: C(C)(=O)O (acetic acid), ClC=1C=CC=2N(C1)C(=C(N2)C2=CC=C(C=C2)F)CNC2=NC=CC(=N2)C=O (2-((6-chloro-2-(4-fluorophenyl)imidazo[1,2-a]pyridin-3-yl)methylamino)pyrimidine-4-carbaldehyde), C(C)N (Ethylamine), [BH-](OC(=O)C)(OC(=O)C)OC(=O)C.[Na+] (Na(OAc)3BH). Solvent: C(Cl)Cl (CH2Cl2), C(Cl)Cl (CH2Cl2). Reaction conditions: time 18 hour. Procedure: To a suspension of 2-((6-chloro-2-(4-fluorophenyl)imidazo[1,2-a]pyridin-3-yl)methylamino)pyrimidine-4-carbaldehyde (110 mg, 0.29 mmol) in CH2Cl2 (5 mL) was added acetic acid (0.5 mL) until the reaction became clear. Ethylamine (0.87 mmol, 3.0 eq) and Na(OAc)3BH (0.58 mmol, 2.0 eq) were added and the reaction mixture was stirred for 18 h at room temperature. After this time the reaction was diluted with CH2Cl2 (20 mL) and quenched by the addition of satd. aq. NaHCO3 (10 mL). After stirring for 10... The yield is 37.0%. Yields the product C(C)NCC1=NC(=NC=C1)NCC1=C(N=C2N1C=C(C=C2)C)C2=CC=C(C=C2)F (4-((ethylamino)methyl)-N-((2-(4-fluorophenyl)-6-methylimidazo[1,2-a]pyridin-3-yl)methyl)pyrimidin-2-amine). Reaction SMILES: Cl[C:2]1[CH:3]=[CH:4][C:5]2[N:6]([C:8]([CH2:18][NH:19][C:20]3[N:25]=[C:24]([CH:26]=O)[CH:23]=[CH:22][N:21]=3)=[C:9]([C:11]3[CH:16]=[CH:15][C:14]([F:17])=[CH:13][CH:12]=3)[N:10]=2)[CH:7]=1.[C:28](O)(=O)C.[CH2:32]([NH2:34])[CH3:33].[BH-](OC(C)=O)(OC(C)=O)OC(C)=O.[Na+]>C(Cl)Cl>[CH2:32]([NH:34][CH2:26][C:24]1[CH:23]=[CH:22][N:21]=[C:20]([NH:19][CH2:18][C:8]2[N:6]3[CH:7]=[C:2]([CH3:28])[CH:3]=[CH:4][C:5]3=[N:10][C:9]=2[C:11]2[CH:16]=[CH:15][C:14]([F:17])=[CH:13][CH:12]=2)[N:25]=1)[CH3:33] |f:3.4|. The product is O[C@H]([C@H](C(=O)O)NC(=O)OCCCCC)C ((2R,3S)-3-hydroxy-2-{[(pentyloxy)carbonyl]amino}butanoic acid). The solvent is O (water), O (water), C1CCOC1 (THF). The reagents and catalysts are [Br-].C(CCC)[N+](CCCC)(CCCC)CCCC (tetrabutylamonium bromide). Starting materials: N[C@H]([C@@H](O)C)C(=O)O (D-threonine), C(=O)(O)[O-].[Na+] (NaHCO3), ClC(=O)OCCCCC (Amyl chloroformate). Yield: 90.5%. Procedure details: In a round bottom flask NaHCO3 (13.0 g, 155.3 mmol) was suspended in THF (35 mL) and water (70 mL), then D-threonine (7.33 g, 61.6 mmol) and tetrabutylamonium bromide (0.733 g) were added. Amyl chloroformate (10 mL, 68.4 mmol) was added dropwise and the reaction vigorously stirred 18 h at rt. The mixture was diluted with water, washed twice with Et2O and pH adjusted to 2 with 2M HCl solution. The aqueous phase was extracted with AcOEt, the collected organic phases were dried over Na2SO4, filtere... As a reaction SMILES: C([O-])(O)=O.[Na+].[NH2:6][C@@H:7]([C:11]([OH:13])=[O:12])[C@H:8]([CH3:10])[OH:9].Cl[C:15]([O:17][CH2:18][CH2:19][CH2:20][CH2:21][CH3:22])=[O:16]>C1COCC1.O.[Br-].C([N+](CCCC)(CCCC)CCCC)CCC>[OH:9][C@@H:8]([CH3:10])[C@@H:7]([NH:6][C:15]([O:17][CH2:18][CH2:19][CH2:20][CH2:21][CH3:22])=[O:16])[C:11]([OH:13])=[O:12] |f:0.1,6.7|. The reactants are BrC1=C(C=C(OCC2CNC2)C=C1C)C (3-(4-Bromo-3,5-dimethyl-phenoxymethyl)-azetidine), CCN(C(C)C)C(C)C (DIPEA), CS(=O)(=O)Cl (Methanesulfonylchloride). Solvent: ClCCl (dichloromethane). Run at temperature 0 celsius. The product is BrC1=C(C=C(OCC2CN(C2)S(=O)(=O)C)C=C1C)C (3-(4-Bromo-3,5-dimethyl-phenoxymethyl)-1-methanesulfonyl-azetidine). Yield: 64.0%. RXN SMILES: [Br:1][C:2]1[C:13]([CH3:14])=[CH:12][C:5]([O:6][CH2:7][CH:8]2[CH2:11][NH:10][CH2:9]2)=[CH:4][C:3]=1[CH3:15].CCN(C(C)C)C(C)C.[CH3:25][S:26](Cl)(=[O:28])=[O:27]>ClCCl>[Br:1][C:2]1[C:13]([CH3:14])=[CH:12][C:5]([O:6][CH2:7][CH:8]2[CH2:11][N:10]([S:26]([CH3:25])(=[O:28])=[O:27])[CH2:9]2)=[CH:4][C:3]=1[CH3:15]. Procedure details: 3-(4-Bromo-3,5-dimethyl-phenoxymethyl)-azetidine (400 mg, 1.48 mmol) and DIPEA (0.48 g, 3.7 mmol) are dissolved in 20 mL of dichloromethane and stirred at 0° C. Methanesulfonylchloride (0.12 mL, 1.48 mmol) is added and the reaction mixture is stirred at 0° C. for 2 h. The reaction mixture is washed with water, the organich phase is separated, dried over sodium sulfate and concentrated under vacuum. The crude product is purified by flash chromatography 0-50% ethyl acetate in cyclohexane) to give ...